Dataset: the Open Reaction Database (ORD), a public repository of structured organic reaction records. Task: describe an organic reaction: reactants, conditions, products, and yield Starting materials: C1CCOC1, COC(=O)c1ccc(OC)c(OCCCO)c1, Cl, [Na+], [OH-]. Yields the product COc1ccc(C(=O)O)cc1OCCCO. RXN SMILES: [CH2:19]1[O:20][CH2:21][CH2:22][CH2:23]1.[CH3:1][O:2][C:3]([c:4]1[cH:5][c:6]([O:12][CH2:13][CH2:14][CH2:15][OH:16])[c:7]([O:10][CH3:11])[cH:8][cH:9]1)=[O:17].[ClH:18].[Na+:25].[OH-:24]>>[O:2]=[C:3]([c:4]1[cH:5][c:6]([O:12][CH2:13][CH2:14][CH2:15][OH:16])[c:7]([O:10][CH3:11])[cH:8][cH:9]1)[OH:17]. The reactants are N1C=CC2=CC=CC=C12 (indole), C(#N)[Cu] (CuCN), CN1CCCC1=O (NMP), CC(OCC)=O (EA). Reaction conditions: temperature 180 celsius. Yields the product C(#N)C1=CC(=C2C(=CNC2=C1)C(=O)O)C (6-cyano-4-methyl-1H-indole-3-carboxylic acid). Isolated yield 45.6%. Reaction SMILES: [NH:1]1[C:9]2[C:4](=[CH:5][CH:6]=[CH:7]C=2)[CH:3]=C1.C([Cu])#N.C[N:14]1[C:18](=O)[CH2:17][CH2:16][CH2:15]1.C[C:21](=[O:25])[O:22]CC>>[C:9]([C:4]1[CH:3]=[C:18]2[C:17]([C:16]([C:21]([OH:25])=[O:22])=[CH:15][NH:14]2)=[C:6]([CH3:7])[CH:5]=1)#[N:1]. Procedure: A mixture of compound 1 (10.0 g, 50.0 mmol), CuCN (9.0 g, 100 mmol) and NMP (60 mL) was heated at 180° C. for 6 h. The mixture was cooled to room temperature, diluted with EA, then washed with H2O, brine, dried and concentrated. The residue was purified by silica gel chromatography (petroleum ether/EtOAc=10/1) to give the desired product (3.30 g, 22.8 mmol, 45.6%) as a yellow solid. The reactants are C([O-])([O-])=O.[Na+].[Na+] (sodium carbonate), C(C1=CC=CC=C1)(=O)OC[C@@H]1OC(OC1)(C)C ((R)-4-benzoyloxymethyl-2,2-dimethyl-1,3-dioxolane). The solvent is O (water). Run at temperature 100 celsius, time 8 hour. Product: CC1(OC[C@@H](O1)CO)C ((S)-2,2-dimethyl-1,3-dioxolane-4-methanol). Yield: 67.0%. As a reaction SMILES: C(=O)([O-])[O-].[Na+].[Na+].C([O:15][CH2:16][C@H:17]1[CH2:21][O:20][C:19]([CH3:23])([CH3:22])[O:18]1)(=O)C1C=CC=CC=1>O>[CH3:22][C:19]1([CH3:23])[O:18][C@@H:17]([CH2:16][OH:15])[CH2:21][O:20]1 |f:0.1.2|. Procedure: Then sodium carbonate (39.43 g, 0.372 mol) was added to a mixture of the crude (R)-4-benzoyloxymethyl-2,2-dimethyl-1,3-dioxolane (58.63 g, 0.248 mol) and water (130 ml resulting mixture was stirred for 8 hours at 100° C. After cooling the reaction mixture was extracted with methylene chloride. The extract was washed with saturated brine, dried over anhydrous sodium sulfate and condensed in vacuo. The crude product was distilled to give 21.96 g of (S)-2,2-dimethyl-1,3-dioxolane-4-methanol (yield ...